Dataset: the Open Reaction Database (ORD), a public repository of structured organic reaction records. Task: describe an organic reaction: reactants, conditions, products, and yield The reactants are CCCCOC(=O)CBr, CCCCO, Cc1ccc(S(=O)(=O)Nc2ccc(Cl)cc2C(=O)C2CCCCC2)cc1. Yields the product CCCCOC(=O)C1N(S(=O)(=O)c2ccc(C)cc2)c2ccc(Cl)cc2C1(O)C1CCCCC1. As a reaction SMILES: [Br:1][CH2:2][C:3](=[O:4])[O:5][CH2:6][CH2:7][CH2:8][CH3:9].[CH2:36]([OH:37])[CH2:38][CH2:39][CH3:40].[CH:10]1([C:16](=[O:17])[c:18]2[c:19]([NH:25][S:26](=[O:27])(=[O:28])[c:29]3[cH:30][cH:31][c:32]([CH3:33])[cH:34][cH:35]3)[cH:20][cH:21][c:22]([Cl:24])[cH:23]2)[CH2:11][CH2:12][CH2:13][CH2:14][CH2:15]1>>[CH:2]1([C:3](=[O:4])[O:5][CH2:6][CH2:7][CH2:8][CH3:9])[C:16]([CH:10]2[CH2:11][CH2:12][CH2:13][CH2:14][CH2:15]2)([OH:17])[c:18]2[c:19]([cH:20][cH:21][c:22]([Cl:24])[cH:23]2)[N:25]1[S:26](=[O:27])(=[O:28])[c:29]1[cH:30][cH:31][c:32]([CH3:33])[cH:34][cH:35]1. The reactants are FC(C=1C=CC(=NC1)C(N)=NO)(F)F (5-trifluoromethyl-pyridine-2-amidoxime), ClC1=C(SC=C1)C(=O)Cl (3-chloro-thiophene-2-carbonyl chloride). Product: ClC1=C(SC=C1)C1=NC(=NO1)C1=NC=C(C=C1)C(F)(F)F (5-(3-Chloro-thiophen-2-yl)-3-(5-trifluoromethyl-pyridin-2-yl)-[1,2,4]-oxadiazole), white solid. Yield: 77.0%. RXN SMILES: [F:1][C:2]([F:14])([F:13])[C:3]1[CH:4]=[CH:5][C:6]([C:9](=[N:11][OH:12])[NH2:10])=[N:7][CH:8]=1.[Cl:15][C:16]1[CH:20]=[CH:19][S:18][C:17]=1[C:21](Cl)=O>>[Cl:15][C:16]1[CH:20]=[CH:19][S:18][C:17]=1[C:21]1[O:12][N:11]=[C:9]([C:6]2[CH:5]=[CH:4][C:3]([C:2]([F:1])([F:13])[F:14])=[CH:8][N:7]=2)[N:10]=1. Reported procedure: The title compound was prepared from 5-trifluoromethyl-pyridine-2-amidoxime (429 mg, 2.09 mmol) and 3-chloro-thiophene-2-carbonyl chloride (378 mg, 2.09 mmol) similar to Example 16, and yielded 535 mg (77%) of white solid. 1H NMR (CDCl3): 9.09 (m, 1H), 8.36 (d, J=8.24 Hz, 1H), 8.14 (m, 1H), 7.66 (d, J=5.22 Hz, 1H), 7.16 (d, J=5.22 Hz, 1H). The reactants are Cc1ccccc1, NCC1CCC(C(=O)O)CC1, OCc1ccccc1. The product is NCC1CCC(C(=O)OCc2ccccc2)CC1. RXN SMILES: [CH3:20][c:21]1[cH:22][cH:23][cH:24][cH:25][cH:26]1.[NH2:1][CH2:2][CH:3]1[CH2:4][CH2:5][CH:6]([C:9](=[O:10])[OH:11])[CH2:7][CH2:8]1.[OH:12][CH2:13][c:14]1[cH:15][cH:16][cH:17][cH:18][cH:19]1>>[NH2:1][CH2:2][CH:3]1[CH2:4][CH2:5][CH:6]([C:9]([O:10][CH2:13][c:14]2[cH:15][cH:16][cH:17][cH:18][cH:19]2)=[O:11])[CH2:7][CH2:8]1.